From a dataset of the Open Reaction Database (ORD), a public repository of structured organic reaction records. describe an organic reaction: reactants, conditions, products, and yield Reactants: ClC=1C=C(C#N)C=C(C1)OC1=C(C(NC(=C1Cl)C)=O)Cl (3-chloro-5-[(3,5-dichloro-6-methyl-2-oxo-1,2-dihydropyridin-4-yl)oxy]benzonitrile), CI (methyl iodide). The reagents and catalysts are C([O-])([O-])=O.[Ag+2] (silver carbonate). Solvent: C(Cl)(Cl)Cl (chloroform). Reaction conditions: temperature 50 celsius. The product is ClC=1C=C(C#N)C=C(C1)OC1=C(C(=NC(=C1Cl)C)OC)Cl (3-chloro-5-[(3,5-dichloro-2-methoxy-6-methylpyridin-4-yl)oxy]benzonitrile). RXN SMILES: [Cl:1][C:2]1[CH:3]=[C:4]([CH:7]=[C:8]([O:10][C:11]2[C:16]([Cl:17])=[C:15]([CH3:18])[NH:14][C:13](=[O:19])[C:12]=2[Cl:20])[CH:9]=1)[C:5]#[N:6].[CH3:21]I>C(=O)([O-])[O-].[Ag+2].C(Cl)(Cl)Cl>[Cl:1][C:2]1[CH:3]=[C:4]([CH:7]=[C:8]([O:10][C:11]2[C:16]([Cl:17])=[C:15]([CH3:18])[N:14]=[C:13]([O:19][CH3:21])[C:12]=2[Cl:20])[CH:9]=1)[C:5]#[N:6] |f:2.3|. Procedure details: Compound 5-1 (3.2 g; 9.71 mmol), methyl iodide (1.21 mL; 19.4 mmol), silver carbonate (8.03 g; 29.1) mmol) and chloroform (100 mL) were added to a sealed vessel. The contents of the sealed vessel were heated at 50° C. overnight in the absence of light. The reaction mixture was cooled to room temperature, filtered to remove insoluble material, and the filtrate concentrated in vacuo. The crude material was purified via silica gel chromatography (0-15% EtOAc in hexane) to give the title compound. M... The reactants are [Si](C)(C)(C(C)(C)C)O[C@@H]1CO[C@H]2[C@@H]1OC[C@H]2OC2=NC=1C(=NC(=C(C1)Cl)C1=CC=C(C=C1)[C@@H]1CC[C@H](CC1)O)N2COCC[Si](C)(C)C ((trans)-4-(4-(2-((3R,3aR,6R,6aS)-6-(tert-butyldimethylsilyloxy)hexahydrofuro[3,2-b]furan-3-yloxy)-6-chloro-3-((2-(trimethylsilyl)ethoxy)methyl)-3H-imidazo[4,5-b]pyridin-5-yl)phenyl)cyclohexanol), N1(CCCC1)C(=O)Cl (pyrrolidine-1-carbonyl chloride), Intermediate 12. Conditions: temperature 100 celsius. The product is N1(CCCC1)C(=O)O[C@@H]1CC[C@H](CC1)C1=CC=C(C=C1)C1=C(C=C2C(=N1)N(C(=N2)O[C@H]2[C@@H]1[C@H](OC2)[C@@H](CO1)O[Si](C)(C)C(C)(C)C)COCC[Si](C)(C)C)Cl ((trans)-4-(4-(2-((3R,3aR,6R,6aS)-6-(tert-Butyldimethylsilyloxy)hexahydrofuro[3,2-b]-furan-3-yloxy)-6-chloro-3-((2-(trimethylsilyl)ethoxy)methyl)-3H-imidazo[4,5-b]pyridin-5-yl)phenyl)cyclohexyl pyrrolidine-1-carboxylate). RXN SMILES: [Si:1]([O:8][C@H:9]1[C@H:13]2[O:14][CH2:15][C@@H:16]([O:17][C:18]3[N:40]([CH2:41][O:42][CH2:43][CH2:44][Si:45]([CH3:48])([CH3:47])[CH3:46])[C:21]4=[N:22][C:23]([C:27]5[CH:32]=[CH:31][C:30]([C@H:33]6[CH2:38][CH2:37][C@H:36]([OH:39])[CH2:35][CH2:34]6)=[CH:29][CH:28]=5)=[C:24]([Cl:26])[CH:25]=[C:20]4[N:19]=3)[C@H:12]2[O:11][CH2:10]1)([C:4]([CH3:7])([CH3:6])[CH3:5])([CH3:3])[CH3:2].[N:49]1([C:54](Cl)=[O:55])[CH2:53][CH2:52][CH2:51][CH2:50]1>>[N:49]1([C:54]([O:39][C@H:36]2[CH2:37][CH2:38][C@H:33]([C:30]3[CH:31]=[CH:32][C:27]([C:23]4[N:22]=[C:21]5[N:40]([CH2:41][O:42][CH2:43][CH2:44][Si:45]([CH3:48])([CH3:47])[CH3:46])[C:18]([O:17][C@@H:16]6[CH2:15][O:14][C@@H:13]7[C@H:9]([O:8][Si:1]([C:4]([CH3:6])([CH3:7])[CH3:5])([CH3:3])[CH3:2])[CH2:10][O:11][C@H:12]67)=[N:19][C:20]5=[CH:25][C:24]=4[Cl:26])=[CH:28][CH:29]=3)[CH2:34][CH2:35]2)=[O:55])[CH2:53][CH2:52][CH2:51][CH2:50]1. Reported procedure: The title compound is prepared from (trans)-4-(4-(2-((3R,3aR,6R,6aS)-6-(tert-butyldimethylsilyloxy)hexahydrofuro[3,2-b]furan-3-yloxy)-6-chloro-3-((2-(trimethylsilyl)ethoxy)methyl)-3H-imidazo[4,5-b]pyridin-5-yl)phenyl)cyclohexanol and pyrrolidine-1-carbonyl chloride following a procedure analogous to that described for Intermediate 12 Step 2 but heating the mixture for 48 hours at 100° C. LC (method 5): tR=1.32 min. Reactants: N1C(C2(C3=CC=CC=C13)C1=C(OC2)C=C2OCCC2=C1)=O (5,6-dihydrospiro[benzo[1,2-b:5,4-b′]difuran-3,3′-indol]-2′(1′H)-one), BrCC=1OC(=CC1)C(F)(F)F (2-(bromomethyl)-5-(trifluoromethyl)furan), CC1=NOC2=C1C=C1C(=C2)OCC12C(NC1=CC=CC=C21)=O (3-methylspiro[furo[3,2-f][1,2]benzisoxazole-5,3′-indol]-2′(1′H)-one), BrCC1=NC2=C(N1C)C=CC=C2 (2-(bromomethyl)-1-methyl-1H-benzo[d]imidazole). Yields the product CN1C(=NC2=C1C=CC=C2)CN2C(C1(C3=CC=CC=C23)C2=C(OC1)C=C1OCCC1=C2)=O (1′-[(1-methyl-1H-benzimidazol-2-yl)methyl]-5,6-dihydrospiro[benzo[1,2-b:5,4-b′]difuran-3,3′-indol]-2′(1′H)-one). RXN SMILES: [NH:1]1[C:9]2[C:4](=[CH:5][CH:6]=[CH:7][CH:8]=2)[C:3]2([CH2:13][O:12][C:11]3[CH:14]=[C:15]4[C:19](=[CH:20][C:10]2=3)[CH2:18][CH2:17][O:16]4)[C:2]1=[O:21].CC1C2C=C3C4(C5C(=CC=CC=5)NC4=O)COC3=CC=2ON=1.Br[CH2:45][C:46]1[N:50]([CH3:51])[C:49]2[CH:52]=[CH:53][CH:54]=[CH:55][C:48]=2[N:47]=1.BrCC1OC(C(F)(F)F)=CC=1>>[CH3:51][N:50]1[C:49]2[CH:52]=[CH:53][CH:54]=[CH:55][C:48]=2[N:47]=[C:46]1[CH2:45][N:1]1[C:9]2[C:4](=[CH:5][CH:6]=[CH:7][CH:8]=2)[C:3]2([CH2:13][O:12][C:11]3[CH:14]=[C:15]4[C:19](=[CH:20][C:10]2=3)[CH2:18][CH2:17][O:16]4)[C:2]1=[O:21]. Procedure details: Following the procedure as described in EXAMPLE 9 and making non-critical variations using 5,6-dihydrospiro[benzo[1,2-b:5,4-b′]difuran-3,3′-indol]-2′(1′H)-one to replace 3-methylspiro[furo[3,2-f][1,2]benzisoxazole-5,3′-indol]-2′(1′H)-one, and 2-(bromomethyl)-1-methyl-1H-benzo[d]imidazole to replace 2-(bromomethyl)-5-(trifluoromethyl)furan, 1′-[(1-methyl-1H-benzimidazol-2-yl)methyl]-5,6-dihydrospiro[benzo[1,2-b:5,4-b′]difuran-3,3′-indol]-2′(1′H)-one was obtained (70%) as a colorless solid: mp 244... Reactants: ClC=1C(=C(C(=O)O)C=CC1)OC (3-chloro-2-methoxybenzoic acid), S(=O)(Cl)Cl (thionyl chloride). Product: ClC=1C(=C(C(=O)Cl)C=CC1)OC (3-chloro-2-methoxybenzoic acid chloride). As a reaction SMILES: [Cl:1][C:2]1[C:3]([O:11][CH3:12])=[C:4]([CH:8]=[CH:9][CH:10]=1)[C:5](O)=[O:6].S(Cl)([Cl:15])=O>>[Cl:1][C:2]1[C:3]([O:11][CH3:12])=[C:4]([CH:8]=[CH:9][CH:10]=1)[C:5]([Cl:15])=[O:6]. Procedure: A solution of 0.5 g (0.0027 mole) of 3-chloro-2-methoxybenzoic acid in 10 mL of thionyl chloride was heated under reflux for 2 hours and then evaporated to yield 3-chloro-2-methoxybenzoic acid chloride. The residual oil was dissolved in 20 mL of methlene chloride containing 0.4 g (0.003 mole) of 2-aminomethyl-1-ethyl-pyrrolidine and 1 mL of triethylamine. After 1 hour at room temperature, the solution was evaporated and treated with water. The oil which precipitated was taken up in methylene chl... Starting materials: [Li]CCCC, CCOCC, Clc1cccnc1, C1CN2CCN1CC2, CC(C)(C)OC(=O)N1CCC(=O)CC1. The product is CC(C)(C)OC(=O)N1CCC(O)(c2ncccc2Cl)CC1. RXN SMILES: [CH2:9]([Li:10])[CH2:11][CH2:12][CH3:13].[CH3:35][CH2:36][O:37][CH2:38][CH3:39].[Cl:14][c:15]1[cH:16][n:17][cH:18][cH:19][cH:20]1.[N:1]12[CH2:2][CH2:3][N:4]([CH2:5][CH2:6]1)[CH2:7][CH2:8]2.[O:21]=[C:22]1[CH2:23][CH2:24][N:25]([C:28](=[O:29])[O:30][C:31]([CH3:32])([CH3:33])[CH3:34])[CH2:26][CH2:27]1>>[Cl:14][c:15]1[c:16]([C:22]2([OH:21])[CH2:23][CH2:24][N:25]([C:28](=[O:29])[O:30][C:31]([CH3:32])([CH3:33])[CH3:34])[CH2:26][CH2:27]2)[n:17][cH:18][cH:19][cH:20]1. Reported procedure: At from 23° to 30° C add a warm solution of 7.5 g of 3-(5-nitro-2-furyl)-1-phenylpyrazole-4-carboxylic acid chloride in 200 ml of acetone and 250 ml of dioxane dropwise to a solution of 1.84 g of sodium azide in 24 ml of water. Stir the resulting reaction mixture for a further 15 minutes and then dilute it with 600 ml of water cooling with ice to obtain a 98% yield of 3-(5-nitro-2-furyl)-1-phenylpyrazole-4-carboxylic acid azide [m.p. 134° C (with decomposition)]. Reactants: [N+](=O)([O-])C1=CC=C(O1)C1=NN(C=C1C(=O)Cl)C1=CC=CC=C1 (3-(5-nitro-2-furyl)-1-phenylpyrazole-4-carboxylic acid chloride), [N-]=[N+]=[N-].[Na+] (sodium azide). RXN SMILES: [N+:1]([C:4]1[O:8][C:7]([C:9]2[C:13]([C:14](Cl)=[O:15])=[CH:12][N:11]([C:17]3[CH:22]=[CH:21][CH:20]=[CH:19][CH:18]=3)[N:10]=2)=[CH:6][CH:5]=1)([O-:3])=[O:2].[N-:23]=[N+:24]=[N-:25].[Na+]>CC(C)=O.O1CCOCC1.O>[N+:1]([C:4]1[O:8][C:7]([C:9]2[C:13]([C:14]([N:23]=[N+:24]=[N-:25])=[O:15])=[CH:12][N:11]([C:17]3[CH:22]=[CH:21][CH:20]=[CH:19][CH:18]=3)[N:10]=2)=[CH:6][CH:5]=1)([O-:3])=[O:2] |f:1.2|. Product: [N+](=O)([O-])C1=CC=C(O1)C1=NN(C=C1C(=O)N=[N+]=[N-])C1=CC=CC=C1 (3-(5-nitro-2-furyl)-1-phenylpyrazole-4-carboxylic acid azide). Run in CC(=O)C (acetone), O1CCOCC1 (dioxane), O (water), O (water). The yield is 98.0%. Starting materials: [Li] (lithium), ketal, CC1(OCCO1)CCCC(=O)O (4-(2-methyl-1,3-dioxolan-2-yl)butanoic acid), solution, C[Li] (methyllithium), O1CCCC1 (tetrahydrofuran). Run in C(C)OCC (diethylether). Reaction conditions: temperature 0 celsius, time 2 hour. Yields the product CC1(OCCO1)CCCC(C)=O (5-(2-methyl-1,3-dioxolan-2-yl)-2pentanone). RXN SMILES: [Li].[CH3:2][C:3]1([CH2:8][CH2:9][CH2:10][C:11]([OH:13])=O)[O:7][CH2:6][CH2:5][O:4]1.O1CCC[CH2:15]1.C[Li]>C(OCC)C>[CH3:2][C:3]1([CH2:8][CH2:9][CH2:10][C:11](=[O:13])[CH3:15])[O:4][CH2:5][CH2:6][O:7]1 |^1:0|. Reported procedure: 348 Mg. of the lithium salt of the ketal acid, 4-(2-methyl-1,3-dioxolan-2-yl)butanoic acid was dissolved in 5 ml. anhydrous tetrahydrofuran. The solution was cooled to 0° C and 1.25 ml. of a 1.6 molar solution of methyllithium in diethylether was added dropwise over a period of one hour while stirring under a nitrogen atmosphere. The solution was allowed to rise approximately to 20° C and kept at this temperature over a period of two hours. The reaction mixture was added to crushed ice and the o... Starting materials: C(C)(=O)OC(C)=O (acetic anhydride), C(#N)CC1=C(N=CN1[C@H]1[C@H](O)[C@H](O)[C@H](O1)CO)C(=O)N (5-cyanomethyl-1-β-D-ribofuranosylimidazole-4-carboxamide), C(C)(=O)OC(C)=O (acetic anhydride), C(Cl)(Cl)Cl (CHCl3). Reagents/catalysts: CN(C1=CC=NC=C1)C (p-dimethylaminopyridine), CN(C1=CC=NC=C1)C (p-dimethylaminopyridine). Solvent: CO (MeOH). Reaction conditions: time 8 hour. Yields the product CC(=O)CC(=O)CC(=O)O (triacetate). Yield: 95.0%. RXN SMILES: C(CC1N([C@@H:9]2[O:15][C@H:14](CO)[C@@H:12](O)[C@H:10]2[OH:11])C=NC=1C(N)=O)#N.C([O:24][C:25](=[O:27])[CH3:26])(=O)C.C(Cl)(Cl)Cl>CN(C)C1C=CN=CC=1.CO>[CH3:9][C:10]([CH2:12][C:14]([CH2:26][C:25]([OH:24])=[O:27])=[O:15])=[O:11]. Reported procedure: A suspension of 5-cyanomethyl-1-β-D-ribofuranosylimidazole-4-carboxamide (1.41 g, 5 mmol), acetic anhydride (15 ml) and p-dimethylaminopyridine (20 mg) was stirred at RT for 8 hr. Tlc (silica gel, CHCl3 --MeOH, 4:1) indicated three products. Additional p-dimethylaminopyridine (20 mg) and acetic anhydride (5 ml) was added and stirring continued at RT for 36 hr. The solution was evaporated in vacuo to a syrup which was dissolved in chloroform and placed on a column of silica gel (60 g). Elution wi...